Dataset: the Open Reaction Database (ORD), a public repository of structured organic reaction records. Task: describe an organic reaction: reactants, conditions, products, and yield The reactants are c1ccc(CN2CCN(c3n[nH]c4ccsc34)CC2)cc1, C1CCOC1, CC(C)(C)[O-], [K+], [Na+], O=C([O-])O. Yields the product Cn1nc(N2CCN(Cc3ccccc3)CC2)c2sccc21. Reaction SMILES: [CH2:1]([c:2]1[cH:3][cH:4][cH:5][cH:6][cH:7]1)[N:8]1[CH2:9][CH2:10][N:11]([c:14]2[c:15]3[c:16]([nH:17][n:18]2)[cH:19][cH:20][s:21]3)[CH2:12][CH2:13]1.[CH2:33]1[O:34][CH2:35][CH2:36][CH2:37]1.[CH3:22][C:23]([CH3:24])([O-:25])[CH3:26].[K+:27].[Na+:32].[O-:28][C:29]([OH:30])=[O:31]>>[CH2:1]([c:2]1[cH:3][cH:4][cH:5][cH:6][cH:7]1)[N:8]1[CH2:9][CH2:10][N:11]([c:14]2[c:15]3[c:16]([n:17]([CH3:22])[n:18]2)[cH:19][cH:20][s:21]3)[CH2:12][CH2:13]1. Reactants: C1COCCN1, CO, CC(Cl)C(=O)c1c(C(C)C)nn2ccccc12, [I-], [Na+]. Yields the product CC(C)c1nn2ccccc2c1C(=O)C(C)N1CCOCC1, Cl. As a reaction SMILES: [CH2:18]1[CH2:19][O:20][CH2:21][CH2:22][NH:23]1.[CH3:26][OH:27].[Cl:1][CH:2]([C:3](=[O:4])[c:5]1[c:6]([CH:14]([CH3:15])[CH3:16])[n:7][n:8]2[c:9]1[cH:10][cH:11][cH:12][cH:13]2)[CH3:17].[I-:24].[Na+:25]>>[CH:2]([C:3](=[O:4])[c:5]1[c:6]([CH:14]([CH3:15])[CH3:16])[n:7][n:8]2[c:9]1[cH:10][cH:11][cH:12][cH:13]2)([CH3:17])[N:23]1[CH2:18][CH2:19][O:20][CH2:21][CH2:22]1.[ClH:1]. Reactants: C(C)(C)C1=CC=C(C=C1)C1=NC2=C(N1CCOC)C(=CC(=C2C(F)(F)F)C=O)OC (2-(4-isopropyl-phenyl)-7-methoxy-1-(2-methoxy-ethyl)-4-trifluoromethyl-1H-benzoimidazole-5-carbaldehyde), C1(=CC=CC=C1)[Mg]Br (phenylmagnesiumbromide). Product: C(C1=CC=CC=C1)C1=C(C2=C(N(C(=N2)C2=CC=C(C=C2)C(C)C)CCOC)C(=C1)OC)C(F)(F)F (5-Benzyl-2-(4-isopropyl-phenyl)-7-methoxy-1-(2-methoxy-ethyl)-4-trifluoromethyl-1H-benzoimidazole). Reaction SMILES: [CH:1]([C:4]1[CH:9]=[CH:8][C:7]([C:10]2[N:14]([CH2:15][CH2:16][O:17][CH3:18])[C:13]3[C:19]([O:29][CH3:30])=[CH:20][C:21]([CH:27]=O)=[C:22]([C:23]([F:26])([F:25])[F:24])[C:12]=3[N:11]=2)=[CH:6][CH:5]=1)([CH3:3])[CH3:2].[C:31]1([Mg]Br)[CH:36]=[CH:35][CH:34]=[CH:33][CH:32]=1>>[CH2:27]([C:21]1[CH:20]=[C:19]([O:29][CH3:30])[C:13]2[N:14]([CH2:15][CH2:16][O:17][CH3:18])[C:10]([C:7]3[CH:8]=[CH:9][C:4]([CH:1]([CH3:2])[CH3:3])=[CH:5][CH:6]=3)=[N:11][C:12]=2[C:22]=1[C:23]([F:25])([F:24])[F:26])[C:31]1[CH:36]=[CH:35][CH:34]=[CH:33][CH:32]=1. Procedure: The title compound is prepared from 2-(4-isopropyl-phenyl)-7-methoxy-1-(2-methoxy-ethyl)-4-trifluoromethyl-1H-benzoimidazole-5-carbaldehyde and phenylmagnesiumbromide as described in examples 35 and 51. Yields the product CC(O)c1cccc(C#N)c1. Starting materials: [BH4-], CC(=O)c1cccc(C#N)c1, CO, [Na+]. As a reaction SMILES: [BH4-:12].[C:1]([CH3:2])(=[O:3])[c:4]1[cH:5][c:6]([C:7]#[N:8])[cH:9][cH:10][cH:11]1.[CH3:14][OH:15].[Na+:13]>>[CH:1]([CH3:2])([OH:3])[c:4]1[cH:5][c:6]([C:7]#[N:8])[cH:9][cH:10][cH:11]1. Starting materials: N1=CN(C2=NC=CC=C21)C2=CC=C(C=C2)CC(=O)O ((4-imidazo[4,5-b]pyridin-3-yl-phenyl)-acetic acid), CN(CCCN(C1=C(C=C(C=C1)N)C(F)(F)F)C)C (4-[(3-dimethylamino-propyl)-methyl-amino]-3-trifluoromethyl-phenylamine). The product is CN(CCCN(C1=C(C=C(C=C1)NC(CC1=CC=C(C=C1)N1C=NC=2C1=NC=CC2)=O)C(F)(F)F)C)C (N-{4-[(3-Dimethylamino-propyl)methyl-amino]-3-trifluoromethyl-phenyl}-2-(4-imidazo[4,5-b]pyridin-3-yl-phenyl)-acetamide). Reaction SMILES: [N:1]1[C:9]2[C:4](=[N:5][CH:6]=[CH:7][CH:8]=2)[N:3]([C:10]2[CH:15]=[CH:14][C:13]([CH2:16][C:17]([OH:19])=O)=[CH:12][CH:11]=2)[CH:2]=1.[CH3:20][N:21]([CH3:38])[CH2:22][CH2:23][CH2:24][N:25]([CH3:37])[C:26]1[CH:31]=[CH:30][C:29]([NH2:32])=[CH:28][C:27]=1[C:33]([F:36])([F:35])[F:34]>>[CH3:38][N:21]([CH3:20])[CH2:22][CH2:23][CH2:24][N:25]([CH3:37])[C:26]1[CH:31]=[CH:30][C:29]([NH:32][C:17](=[O:19])[CH2:16][C:13]2[CH:12]=[CH:11][C:10]([N:3]3[C:4]4=[N:5][CH:6]=[CH:7][CH:8]=[C:9]4[N:1]=[CH:2]3)=[CH:15][CH:14]=2)=[CH:28][C:27]=1[C:33]([F:34])([F:36])[F:35]. Procedure: The title compound is prepared as described in Example 1 but using (4-imidazo[4,5-b]pyridin-3-yl-phenyl)-acetic acid (Step 7.1) and 4-[(3-dimethylamino-propyl)-methyl-amino]-3-trifluoromethyl-phenylamine (Step 5.1). Title compound: ES-MS: 511.0 [M+H]+; single peak at tR=3.33 min (System 1). Reactants: P(Cl)(Cl)(Cl)(Cl)Cl (phosphorus pentachloride), ClC=1C=C2N=CC(=NC2=CC1Cl)O (6,7-dichloro-2-hydroxyquinoxaline). Run in P(=O)(Cl)(Cl)Cl (Phosphorus oxychloride). Conditions: time 1 hour. The product is ClC1=NC2=CC(=C(C=C2N=C1)Cl)Cl (2,6,7-trichloroquinoxaline). RXN SMILES: P(Cl)(Cl)(Cl)(Cl)[Cl:2].[Cl:7][C:8]1[CH:9]=[C:10]2[C:15](=[CH:16][C:17]=1[Cl:18])[N:14]=[C:13](O)[CH:12]=[N:11]2>P(Cl)(Cl)(Cl)=O>[Cl:2][C:13]1[CH:12]=[N:11][C:10]2[C:15](=[CH:16][C:17]([Cl:18])=[C:8]([Cl:7])[CH:9]=2)[N:14]=1. Procedure details: Phosphorus oxychloride (50 ml) and phosphorus pentachloride (10 g) were added to 6,7-dichloro-2-hydroxyquinoxaline (6.6 g) and the mixture was stirred for a period of 1 hour. The mixture was then poured onto ice and the precipitate collected by filtration to give 2,6,7-trichloroquinoxaline, mp 137° C.